This data is from the Open Reaction Database (ORD), a public repository of structured organic reaction records. The task is: describe an organic reaction: reactants, conditions, products, and yield RXN SMILES: [F:1][C:2]1[CH:7]=[CH:6][C:5]([S:8]([NH:11][C@@H:12]([CH2:17][OH:18])[C:13]([O:15][CH3:16])=[O:14])(=[O:10])=[O:9])=[CH:4][CH:3]=1.[C:19]([O-])([O-])=O.[K+].[K+].IC>CN(C=O)C>[F:1][C:2]1[CH:3]=[CH:4][C:5]([S:8]([N:11]([CH3:19])[C@@H:12]([CH2:17][OH:18])[C:13]([O:15][CH3:16])=[O:14])(=[O:9])=[O:10])=[CH:6][CH:7]=1 |f:1.2.3|. Yields the product FC1=CC=C(C=C1)S(=O)(=O)N([C@H](C(=O)OC)CO)C (methyl (2S)-2-[(4-fluorophenyl)sulfonyl-methyl-amino]-3-hydroxy-propanoate). The reactants are C(=O)([O-])[O-].[K+].[K+] (K2CO3), FC1=CC=C(C=C1)S(=O)(=O)N[C@H](C(=O)OC)CO (methyl (2S)-2-[(4-fluorophenyl)sulfonylamino]-3-hydroxy-propanoate), IC (iodomethane). Solvent: CN(C)C=O (DMF). Procedure: A solution of 2A (2 g, 7.2 mmol) in DMF (20 mL) was added with an. K2CO3 (1.5 mol eq, 1.49 g) and, after few minutes, iodomethane (1.2 mol eq, 0.8 ml) was added and the mixture heated at 50° C. for 12 h. The solvent was removed under reduced pressure, water was added to the residue (100 mL) and the aqueous phase extracted with EtOAc (3×40 mL). The combined organic phases were dried over Na2SO4 and evaporated under reduced pressure to obtain 3A as a pale yellow oil (2.3 g, quantitative yield). 1H... Reaction conditions: temperature 50 celsius.